This data is from the Open Reaction Database (ORD), a public repository of structured organic reaction records. The task is: describe an organic reaction: reactants, conditions, products, and yield Starting materials: COc1ccccc1C(=O)NS(=O)(=O)c1ccc([N+](=O)[O-])cc1, CCO, Cl, [Zn]. Yields the product COc1ccccc1C(=O)NS(=O)(=O)c1ccc(N)cc1. As a reaction SMILES: [CH3:1][O:2][c:3]1[c:4]([C:5](=[O:6])[NH:7][S:8](=[O:9])(=[O:10])[c:11]2[cH:12][cH:13][c:14]([N+:17]([O-:18])=[O:19])[cH:15][cH:16]2)[cH:20][cH:21][cH:22][cH:23]1.[CH3:24][CH2:25][OH:26].[ClH:27].[Zn:28]>>[CH3:1][O:2][c:3]1[c:4]([C:5](=[O:6])[NH:7][S:8](=[O:9])(=[O:10])[c:11]2[cH:12][cH:13][c:14]([NH2:17])[cH:15][cH:16]2)[cH:20][cH:21][cH:22][cH:23]1. Reactants: CCO, NN, O, O=C1c2ccccc2C(=O)N1CCCCCCc1cnc2ccccc2c1. The product is NCCCCCCc1cnc2ccccc2c1. Reaction SMILES: [CH3:31][CH2:32][OH:33].[NH2:29][NH2:30].[OH2:28].[n:1]1[cH:2][c:3]([CH2:11][CH2:12][CH2:13][CH2:14][CH2:15][CH2:16][N:17]2[C:18](=[O:19])[c:20]3[c:21]([cH:22][cH:23][cH:24][cH:25]3)[C:26]2=[O:27])[cH:4][c:5]2[cH:6][cH:7][cH:8][cH:9][c:10]12>>[n:1]1[cH:2][c:3]([CH2:11][CH2:12][CH2:13][CH2:14][CH2:15][CH2:16][NH2:17])[cH:4][c:5]2[cH:6][cH:7][cH:8][cH:9][c:10]12. Starting materials: C1(=CC(=CC=C1)N)N (m-phenylenediamine), diazo, Cu II acetate, ClC(=O)C1=CC=C(C=C1)N1N=C2C(=N1)C=CC(=C2)C(=O)Cl (2-(4-chlorocarbonylphenyl)-5-chlorocarbonylbenzotriazole), COC(C1=CC=C(C=C1)N)=O (p-aminobenzoic acid methyl ester), azo. Run in N1=CC=CC=C1 (pyridine). Product: COC(=O)C1=CC=C(C=C1)N1N=C2C(=N1)C=CC(=C2)N (2-(4-methoxycarbonylphenyl)-5-aminobenztriazole), amine. Reaction SMILES: Cl[C:2]([C:4]1[CH:9]=[CH:8][C:7]([N:10]2[N:14]=[C:13]3[CH:15]=[CH:16][C:17](C(Cl)=O)=[CH:18][C:12]3=[N:11]2)=[CH:6][CH:5]=1)=[O:3].[CH3:22][O:23]C(=O)C1C=CC(N)=CC=1.C1(N)C=CC=C([NH2:39])C=1>N1C=CC=CC=1>[CH3:22][O:23][C:2]([C:4]1[CH:9]=[CH:8][C:7]([N:10]2[N:14]=[C:13]3[CH:15]=[CH:16][C:17]([NH2:39])=[CH:18][C:12]3=[N:11]2)=[CH:6][CH:5]=1)=[O:3]. Reported procedure: the 2-(4-chlorocarbonylphenyl)-5-chlorocarbonylbenzotriazole used in Examples 1 to 9 was prepared in the following way: p-aminobenzoic acid methyl ester is diazotised in the customary manner and the diazo compound is coupled with m-phenylenediamine. The resulting crude azo dyestuff is oxidised in hot pyridine with Cu-II acetate to give 2-(4-methoxycarbonylphenyl)-5-aminobenztriazole with a melting point of 240° C, 135 g of this amine are dissolved in 375 ml of concentrated sulphuric acid and dia... Product: CC1([C@@H]([C@@H]1\C=C/C(Cl)=O)C(=O)O[C@@H](C1=CC(=C(C=C1)F)OC1=CC=CC=C1)C#N)C ((S)α-cyano-3-phenoxy-4-fluorobenzyl(1R,cis,Z)2,2-dimethyl-3-[3-oxo-3-chloro-1-propenyl]cyclopropane-carboxylate). Run at time 105 minute. Reported procedure: 10 ml of thionyl chloride were added all at once at 20° C. to a solution of 4.5 g of the product of Step C in 20 ml of methylene chloride and the mixture was stirred for 105 minutes and was evaporated to dryness under reduced pressure to obtain 4.7 g of (S)α-cyano-3-phenoxy-4-fluorobenzyl(1R,cis,Z)2,2-dimethyl-3-[3-oxo-3-chloro-1-propenyl]cyclopropane-carboxylate. The reactants are S(=O)(Cl)Cl (thionyl chloride), CC1([C@@H]([C@@H]1\C=C/C(O)=O)C(=O)O[C@@H](C1=CC(=C(C=C1)F)OC1=CC=CC=C1)C#N)C ((S)α -cyano-3-phenoxy-4-fluoro-benzyl(1-R,cis,Z)2,2-dimethyl-3-[3-oxo-3-hydroxy-1-propenyl]-cyclopropane-carboxylate). The solvent is C(Cl)Cl (methylene chloride). RXN SMILES: S(Cl)([Cl:3])=O.[CH3:5][C:6]1([CH3:34])[C@@H:8](/[CH:9]=[CH:10]\[C:11](=O)[OH:12])[C@H:7]1[C:14]([O:16][C@H:17]([C:32]#[N:33])[C:18]1[CH:23]=[CH:22][C:21]([F:24])=[C:20]([O:25][C:26]2[CH:31]=[CH:30][CH:29]=[CH:28][CH:27]=2)[CH:19]=1)=[O:15]>C(Cl)Cl>[CH3:5][C:6]1([CH3:34])[C@@H:8](/[CH:9]=[CH:10]\[C:11](=[O:12])[Cl:3])[C@H:7]1[C:14]([O:16][C@H:17]([C:32]#[N:33])[C:18]1[CH:23]=[CH:22][C:21]([F:24])=[C:20]([O:25][C:26]2[CH:31]=[CH:30][CH:29]=[CH:28][CH:27]=2)[CH:19]=1)=[O:15].